The task is: describe an organic reaction: reactants, conditions, products, and yield. This data is from the Open Reaction Database (ORD), a public repository of structured organic reaction records. Starting materials: FC1=CC=C(C(=O)Cl)C=C1 (4-Fluorobenzoyl chloride), [Cl-].[Al+3].[Cl-].[Cl-] (aluminium chloride), BrC1=CC=CC=C1 (bromobenzene). Reaction conditions: temperature 90 celsius. Yields the product BrC1=CC=C(C=C1)C(=O)C1=CC=C(C=C1)F ((4-bromophenyl)(4′-fluorophenyl)methanone). As a reaction SMILES: [F:1][C:2]1[CH:10]=[CH:9][C:5]([C:6](Cl)=[O:7])=[CH:4][CH:3]=1.[Cl-].[Al+3].[Cl-].[Cl-].[Br:15][C:16]1[CH:21]=[CH:20][CH:19]=[CH:18][CH:17]=1>>[Br:15][C:16]1[CH:21]=[CH:20][C:19]([C:6]([C:5]2[CH:9]=[CH:10][C:2]([F:1])=[CH:3][CH:4]=2)=[O:7])=[CH:18][CH:17]=1 |f:1.2.3.4|. Reported procedure: 4-Fluorobenzoyl chloride (238 g, 1.5 mol) is added under an atmosphere of nitrogen over a period of 1 hour to a suspension of anhydrous aluminium chloride (224 g, 1.68 mol) and 700 ml bromobenzene while maintaining the temperature below 30° C. After the addition is complete, the solution is heated at 90° C. for 3 hour. The reaction solution is added to 500 g crushed ice. The mixture is allowed to warm to room temperature and the water phase is extracted with dichloromethane (3 times with 200 ml)... Reactants: S(O)(O)(=O)=O (sulfuric acid), C(C)(=O)O (acetic acid), Cl (hydrochloric acid), S(O)(O)(=O)=O (sulfuric acid), C(C)(=O)O (acetic acid), NC1=C(C(=CC=C1)C)C(=O)O (3-amino-o-toluic acid), N(=O)[O-].[Na+] (sodium nitrite). Run in O (water), O (water), O (water). Product: C(#N)C1=C(C(=CC=C1)C)C(=O)O (3-Cyano-o-toluic acid). As a reaction SMILES: N([O-])=O.[Na+].[NH2:5][C:6]1[CH:11]=[CH:10][CH:9]=[C:8](C)[C:7]=1[C:13](O)=O.S(=O)(=O)(O)O.Cl.[C:22]([OH:25])(=[O:24])[CH3:23]>O>[C:6]([C:11]1[CH:10]=[CH:9][CH:8]=[C:7]([CH3:13])[C:23]=1[C:22]([OH:25])=[O:24])#[N:5] |f:0.1|. Reported procedure: Under ice cooling and stirring, 1.5 g of sodium nitrite dissolved in 2 ml of water was added dropwise over 1.5 hours to 3 g of 3-amino-o-toluic acid dissolved in a mixed solution of 8 ml of acetic acid, 8.3 g of sulfuric acid and 6.5 ml of water. After 3.2 ml of acetic acid, 0.4 g of sulfuric acid and 5.6 ml of water were added to the reaction mixture, the mixture was filtered and the reaction filtrate was adjusted. On the other hand, 6.5 g of potassium cyanide dissolved in 12.7 ml of water was ... Starting materials: N[C@H]1C2=C(C3=C(N(C1=O)C)C=CC=C3)C=CC=C2 ((S)-7-amino-5-methyl-5H,7H-dibenzo[b,d]azepin-6-one), F[C@](C(=O)O)(C(=O)NCC(C(F)(F)F)(F)F)C ((2S)-2-fluoro-2-methyl-N-(2,2,3,3,3-pentafluoro-propyl)-malonamic acid). Product: F[C@](C(=O)N[C@H]1C2=C(C3=C(N(C1=O)C)C=CC=C3)C=CC=C2)(C(=O)NCC(C(F)(F)F)(F)F)C ((2S)-2-Fluoro-2-methyl-N-[(S)-5-methyl-6-oxo-6,7-dihydro-5H-dibenzo[b,d]azepin-7-yl]-N′-(2,2,3,3,3-pentafluoro-propyl)-malonamide). RXN SMILES: [NH2:1][C@@H:2]1[C:8](=[O:9])[N:7]([CH3:10])[C:6]2[CH:11]=[CH:12][CH:13]=[CH:14][C:5]=2[C:4]2[CH:15]=[CH:16][CH:17]=[CH:18][C:3]1=2.[F:19][C@@:20]([CH3:35])([C:24]([NH:26][CH2:27][C:28]([F:34])([F:33])[C:29]([F:32])([F:31])[F:30])=[O:25])[C:21](O)=[O:22]>>[F:19][C@@:20]([CH3:35])([C:24]([NH:26][CH2:27][C:28]([F:33])([F:34])[C:29]([F:32])([F:30])[F:31])=[O:25])[C:21]([NH:1][C@@H:2]1[C:8](=[O:9])[N:7]([CH3:10])[C:6]2[CH:11]=[CH:12][CH:13]=[CH:14][C:5]=2[C:4]2[CH:15]=[CH:16][CH:17]=[CH:18][C:3]1=2)=[O:22]. Reported procedure: In an analogous manner to that described in Example 20 d), the condensation of (S)-7-amino-5-methyl-5H,7H-dibenzo[b,d]azepin-6-one and (2S)-2-fluoro-2-methyl-N-(2,2,3,3,3-pentafluoro-propyl)-malonamic acid yielded the title compound as a white solid; Starting materials: [F-].C(CCC)[N+](CCCC)(CCCC)CCCC (tetrabutylammonium fluoride), [Si](C1=CC=CC=C1)(C1=CC=CC=C1)(C(C)(C)C)OCCOC[C@@H](C(=O)NC1=NC=CC=C1)OC1=C2C(=NC=N1)N(N=C2)C2=C(C=CC=C2)Cl ((2S)-3-(2-(tert-butyldiphenylsilyloxy)ethoxy)-2-(1-(2-chlorophenyl)-1H-pyrazolo[3,4-d]pyrimidin-4-yloxy)-N-(pyridin-2-yl)propanamide). Run in O1CCCC1 (tetrahydrofuran). Reaction conditions: time 30 minute. The product is ClC1=C(C=CC=C1)N1N=CC=2C1=NC=NC2O[C@H](C(=O)NC2=NC=CC=C2)COCCO ((2S)-2-(1-(2-chlorophenyl)-1H-pyrazolo[3,4-d]pyrimidin-4-yloxy)-3-(2-hydroxyethoxy)-N-(pyridin-2-yl)propanamide). The yield is 75.2%. RXN SMILES: [F-].C([N+](CCCC)(CCCC)CCCC)CCC.[Si]([O:36][CH2:37][CH2:38][O:39][CH2:40][C@H:41]([O:51][C:52]1[N:57]=[CH:56][N:55]=[C:54]2[N:58]([C:61]3[CH:66]=[CH:65][CH:64]=[CH:63][C:62]=3[Cl:67])[N:59]=[CH:60][C:53]=12)[C:42]([NH:44][C:45]1[CH:50]=[CH:49][CH:48]=[CH:47][N:46]=1)=[O:43])(C(C)(C)C)(C1C=CC=CC=1)C1C=CC=CC=1>O1CCCC1>[Cl:67][C:62]1[CH:63]=[CH:64][CH:65]=[CH:66][C:61]=1[N:58]1[C:54]2=[N:55][CH:56]=[N:57][C:52]([O:51][C@@H:41]([CH2:40][O:39][CH2:38][CH2:37][OH:36])[C:42]([NH:44][C:45]3[CH:50]=[CH:49][CH:48]=[CH:47][N:46]=3)=[O:43])=[C:53]2[CH:60]=[N:59]1 |f:0.1|. Procedure details: A solution of tetrabutylammonium fluoride (1M in THF) (0.984 mL, 0.98 mmol) was added in one portion to a stirred solution of (2S)-3-(2-(tert-butyldiphenylsilyloxy)ethoxy)-2-(1-(2-chlorophenyl)-1H-pyrazolo[3,4-d]pyrimidin-4-yloxy)-N-(pyridin-2-yl)propanamide (Intermediate AQ5) (0.682 g, 0.98 mmol) in tetrahydrofuran (15 mL). The resulting solution was stirred at ambient temperature for 30 minutes. The reaction mixture was quenched with saturated NH4Cl (10 mL), and diluted with water (20 mL) and ... Starting materials: COC(C1=CC=CC=C1)=C(C#N)C#N ((methoxyphenylmethylene)methane-1,1-dicarbonitrile), Cl.C(C)OC(CCN)=O (β-alanine ethyl ester hydrochloride). The solvent is C(C)#N (acetonitrile), C(C)N(CC)CC (triethylamine). Conditions: time 10 minute. Product: NC=1C(=C(N(C1C(=O)OC)CCC(=O)OCC)C1=CC=CC=C1)C#N (ethyl 3-[4-amino-3-cyano-5-(methoxycarbonyl)-2-phenylpyrrolyl]propionate), crude product. RXN SMILES: CO[C:3](=[C:10]([C:13]#[N:14])[C:11]#[N:12])[C:4]1[CH:9]=[CH:8][CH:7]=[CH:6][CH:5]=1.Cl.[CH2:16]([O:18][C:19](=[O:23])[CH2:20][CH2:21][NH2:22])[CH3:17]>C(#N)C.C(N(CC)CC)C>[NH2:14][C:13]1[C:10]([C:11]#[N:12])=[C:3]([C:4]2[CH:5]=[CH:6][CH:7]=[CH:8][CH:9]=2)[N:22]([CH2:21][CH2:20][C:19]([O:18][CH2:16][CH3:17])=[O:23])[C:20]=1[C:19]([O:18][CH3:16])=[O:23] |f:1.2|. Reported procedure: After dissolving (methoxyphenylmethylene)methane-1,1-dicarbonitrile (15.10 g) and β-alanine ethyl ester hydrochloride (15.11 g) in acetonitrile (300 mL), triethylamine (23.00 mL) was added and the mixture was stirred for 10 minutes at room temperature. After confirming complete consumption of the (methoxyphenyl-methylene)methane-1,1-dicarbonitrile by thin-layer chromatography (hexane/ethyl acetate=3/1), the solvent was distilled off under reduced pressure. Ethyl acetate and water were added to t... The reactants are CC(=O)O, C=O, CC(C)C(=O)Nc1cccc(C2CCNCC2)c1, Fc1ccccc1-c1cccc2cc[nH]c12, C1COCCO1, O. Yields the product CC(C)C(=O)Nc1cccc(C2CCN(Cc3c[nH]c4c(-c5ccccc5F)cccc34)CC2)c1. RXN SMILES: [C:37]([OH:38])(=[O:39])[CH3:40].[CH2:19]=[O:20].[CH3:1][CH:2]([C:3](=[O:4])[NH:5][c:6]1[cH:7][c:8]([CH:12]2[CH2:13][CH2:14][NH:15][CH2:16][CH2:17]2)[cH:9][cH:10][cH:11]1)[CH3:18].[F:21][c:22]1[c:23](-[c:28]2[cH:29][cH:30][cH:31][c:32]3[cH:33][cH:34][nH:35][c:36]23)[cH:24][cH:25][cH:26][cH:27]1.[O:41]1[CH2:42][CH2:43][O:44][CH2:45][CH2:46]1.[OH2:47]>>[CH3:1][CH:2]([C:3](=[O:4])[NH:5][c:6]1[cH:7][c:8]([CH:12]2[CH2:13][CH2:14][N:15]([CH2:19][c:33]3[c:32]4[cH:31][cH:30][cH:29][c:28](-[c:23]5[c:22]([F:21])[cH:27][cH:26][cH:25][cH:24]5)[c:36]4[nH:35][cH:34]3)[CH2:16][CH2:17]2)[cH:9][cH:10][cH:11]1)[CH3:18].